This data is from the Open Reaction Database (ORD), a public repository of structured organic reaction records. The task is: describe an organic reaction: reactants, conditions, products, and yield Reactants: CCN1CCC(c2cccc(C3(C)OCCO3)c2F)CC1, CO, CCO, Cl. Product: CCN1CCC(c2cccc(C(C)=O)c2F)CC1, Cl. Reaction SMILES: [CH2:1]([CH3:2])[N:3]1[CH2:4][CH2:5][CH:6]([c:9]2[c:10]([F:21])[c:11]([C:15]3([CH3:20])[O:16][CH2:19][CH2:18][O:17]3)[cH:12][cH:13][cH:14]2)[CH2:7][CH2:8]1.[CH3:23][OH:24].[CH3:25][CH2:26][OH:27].[ClH:22]>>[CH2:1]([CH3:2])[N:3]1[CH2:4][CH2:5][CH:6]([c:9]2[c:10]([F:21])[c:11]([C:15](=[O:16])[CH3:20])[cH:12][cH:13][cH:14]2)[CH2:7][CH2:8]1.[ClH:22]. The reactants are ClC=1C=C(C=CC1Cl)C1=NC=2N(C(=C1)C(F)(F)F)N=CC2C(=O)O (5-(3,4-dichloro-phenyl)-7-trifluoromethyl-pyrazolo[1,5-a]pyrimidine-3-carboxylic acid), CN1CCN(CC1)S(=O)(=O)C=1C=C(C=CC1)N (3-(4-methyl-piperazine-1-sulfonyl)-phenylamine). Product: CN1CCN(CC1)S(=O)(=O)C=1C=C(C=CC1)NC(=O)C=1C=NN2C1N=C(C=C2C(F)(F)F)C2=CC(=C(C=C2)Cl)Cl (5-(3,4-Dichloro-phenyl)-7-trifluoromethyl-pyrazolo[1,5-a]pyrimidine-3-carboxylic acid[3-(4-methyl-piperazine-1-sulfonyl)-phenyl]-amide). Reaction SMILES: [Cl:1][C:2]1[CH:3]=[C:4]([C:9]2[CH:14]=[C:13]([C:15]([F:18])([F:17])[F:16])[N:12]3[N:19]=[CH:20][C:21]([C:22]([OH:24])=O)=[C:11]3[N:10]=2)[CH:5]=[CH:6][C:7]=1[Cl:8].[CH3:25][N:26]1[CH2:31][CH2:30][N:29]([S:32]([C:35]2[CH:36]=[C:37]([NH2:41])[CH:38]=[CH:39][CH:40]=2)(=[O:34])=[O:33])[CH2:28][CH2:27]1>>[CH3:25][N:26]1[CH2:31][CH2:30][N:29]([S:32]([C:35]2[CH:36]=[C:37]([NH:41][C:22]([C:21]3[CH:20]=[N:19][N:12]4[C:13]([C:15]([F:17])([F:18])[F:16])=[CH:14][C:9]([C:4]5[CH:5]=[CH:6][C:7]([Cl:8])=[C:2]([Cl:1])[CH:3]=5)=[N:10][C:11]=34)=[O:24])[CH:38]=[CH:39][CH:40]=2)(=[O:34])=[O:33])[CH2:28][CH2:27]1. Reported procedure: The title compound was prepared from 5-(3,4-dichloro-phenyl)-7-trifluoromethyl-pyrazolo[1,5-a]pyrimidine-3-carboxylic acid (example C.9) and 3-(4-methyl-piperazine-1-sulfonyl)-phenylamine [CAS 436095-35-1] according to general procedure II. Yellow solid. MS (ISP) 613.3 [(M+H)+]; mp 181° C. Run in ClCCl (dichloromethane), ClCCl (dichloromethane), C(C)O (ethanol). Procedure: 467 mg (1 mmol) of (3aRS, 4SR, 9SR, 9aRS)-4,9-ethano-2-(2-methoxyphenyl)acetyl-9-phenyl-2,3,3a,4,9,9a-hexahydro-1H-benzo[f]isoindole-3a-carboxylic acid and 200 mg (1.2 mmol) of N,N'-carbonyldiimidazole are dissolved in 20 cm3 of dry dichloromethane. 10 cm3 of a 0.5N solution of ammonia in ethanol are then added and the mixture is then stirred for 16 hours at a temperature in the region of 20° C. After diluting with 50 cm3 of dichloromethane, the reaction mixture is washed successively, by separa... The reactants are COC1=C(C=CC=C1)CC(=O)C1NCC2(CC3=C(C(C12)C1=CC=CC=C1)C=CC=C3)C(=O)O (2-(2-methoxyphenyl)acetyl-9-phenyl-2,3,3a,4,9,9a-hexahydro-1H-benzo[f]isoindole-3a-carboxylic acid), N,N'-carbonyldiimidazole, solution, N (ammonia). As a reaction SMILES: [CH3:1][O:2][C:3]1[CH:8]=[CH:7][CH:6]=[CH:5][C:4]=1[CH2:9][C:10]([CH:12]1[CH:20]2[C:15]([C:31]([OH:33])=O)([CH2:16][C:17]3[CH:30]=[CH:29][CH:28]=[CH:27][C:18]=3[CH:19]2[C:21]2[CH:26]=[CH:25][CH:24]=[CH:23][CH:22]=2)[CH2:14][NH:13]1)=[O:11].[NH3:34]>ClCCl.C(O)C>[CH3:1][O:2][C:3]1[CH:8]=[CH:7][CH:6]=[CH:5][C:4]=1[CH2:9][C:10]([CH:12]1[CH:20]2[C:15]([C:31]([NH2:34])=[O:33])([CH2:16][C:22]3[CH:23]=[CH:24][CH:25]=[CH:26][C:21]=3[CH:19]2[C:18]2[CH:27]=[CH:28][CH:29]=[CH:30][CH:17]=2)[CH2:14][NH:13]1)=[O:11]. Reaction conditions: temperature 20 celsius, time 16 hour. Product: COC1=C(C=CC=C1)CC(=O)C1NCC2(CC3=C(C(C12)C1=CC=CC=C1)C=CC=C3)C(=O)N (2-(2-methoxyphenyl)acetyl-9-phenyl-2,3,3a,4,9,9a-hexahydro-1H-benzo[f]isoindole-3a-carboxamide). Reactants: S(=O)(Cl)Cl (thionyl chloride), O (water), COC1=C(C=C(C=C1)SC)CO ((2-Methoxy-5-methylsulfanyl-phenyl)-methanol), [Li+].[Cl-] (LiCl), S(=O)(Cl)Cl (thionyl chloride). RXN SMILES: [CH3:1][O:2][C:3]1[CH:8]=[CH:7][C:6]([S:9][CH3:10])=[CH:5][C:4]=1[CH2:11]O.[Li+].[Cl-].S(Cl)([Cl:17])=O.O>CN(C)C=O>[Cl:17][CH2:11][C:4]1[CH:5]=[C:6]([S:9][CH3:10])[CH:7]=[CH:8][C:3]=1[O:2][CH3:1] |f:1.2|. Run in CN(C=O)C (N,N-dimethylformamide). Product: ClCC1=C(C=CC(=C1)SC)OC (2-Chloromethyl-1-methoxy-4-methylsulfanyl-benzene). Reported procedure: To a solution of Example 170B (1.23 g, 6.69 mmol) in 15 mL of N,N-dimethylformamide was added LiCl (567 mg, 13.4 mmol), then 2 mL (27 mmol) of thionyl chloride. The solution warmed spontaneously on addition of the thionyl chloride. After 15 min, 50 mL of water was added, then the aqueous suspension was extracted with diethyl ether (3×15 mL). The combined organic layers were back extracted with water (1×15 mL), saturated NaHCO3(aq.) (2×15 mL), and brine (1×15 mL), dried over MgSO4, filtered, and ... Run at time 15 minute. The reactants are [Li+], CCOC(=O)c1ccc(N2CCN(Cc3cnc4c(c3)NC(=O)C3CSCCN43)CC2)cc1, C1COCCO1, [OH-]. The product is O=C(O)c1ccc(N2CCN(Cc3cnc4c(c3)NC(=O)C3CSCCN43)CC2)cc1. Reaction SMILES: [Li+:35].[O:1]=[C:2]1[CH:3]2[N:4]([c:5]3[c:6]([cH:8][c:9]([CH2:12][N:13]4[CH2:14][CH2:15][N:16]([c:19]5[cH:20][cH:21][c:22]([C:23](=[O:24])[O:25][CH2:26][CH3:27])[cH:28][cH:29]5)[CH2:17][CH2:18]4)[cH:10][n:11]3)[NH:7]1)[CH2:30][CH2:31][S:32][CH2:33]2.[O:36]1[CH2:37][CH2:38][O:39][CH2:40][CH2:41]1.[OH-:34]>>[O:1]=[C:2]1[CH:3]2[N:4]([c:5]3[c:6]([cH:8][c:9]([CH2:12][N:13]4[CH2:14][CH2:15][N:16]([c:19]5[cH:20][cH:21][c:22]([C:23](=[O:24])[OH:25])[cH:28][cH:29]5)[CH2:17][CH2:18]4)[cH:10][n:11]3)[NH:7]1)[CH2:30][CH2:31][S:32][CH2:33]2. Starting materials: O (water), C=O (formaldehyde), [N+](=O)([O-])C1=C(C(=CC=C1)[N+](=O)[O-])N1OC(NC1=O)=O (2-(2,6-Dinitrophenyl)-1,2,4-oxadiazolidin-3,5-dione). Solvent: C(Cl)Cl (methylene chloride), CO (methanol), CO (methanol). Reaction conditions: time 2 hour. Product: [N+](=O)([O-])C1=C(C(=CC=C1)[N+](=O)[O-])N1OC(N(C1=O)CO)=O (2-(2,6-dinitrophenyl)-4-hydroxymethyl-1,2,4-oxadiazolidin-3,5-dione). As a reaction SMILES: [N+:1]([C:4]1[CH:9]=[CH:8][CH:7]=[C:6]([N+:10]([O-:12])=[O:11])[C:5]=1[N:13]1[C:17](=[O:18])[NH:16][C:15](=[O:19])[O:14]1)([O-:3])=[O:2].[CH2:20]=[O:21].O>CO.C(Cl)Cl>[N+:1]([C:4]1[CH:9]=[CH:8][CH:7]=[C:6]([N+:10]([O-:12])=[O:11])[C:5]=1[N:13]1[C:17](=[O:18])[N:16]([CH2:20][OH:21])[C:15](=[O:19])[O:14]1)([O-:3])=[O:2]. Reported procedure: 2-(2,6-Dinitrophenyl)-1,2,4-oxadiazolidin-3,5-dione (0.05 mole) dissolved in methanol (100 ml) and aqueous formaldehyde (37% conc.; 0.06 mole) are charged into a glass reaction vessel equipped with a mechanical stirrer, thermometer and reflux condenser. The reaction mixture is heated at reflux, with stirring for a period of about 2 hours. After this time the reaction mixture is stripped of methanol and water, leaving a residue. This residue is dissolved in methylene chloride, and the resulting s... The reactants are [BH4-], [Na+], C1CCOC1, O, Cc1oc(-c2ccccc2)nc1COc1ccc(COc2nn(-c3ccccc3)cc2C=O)cc1. The product is Cc1oc(-c2ccccc2)nc1COc1ccc(COc2nn(-c3ccccc3)cc2CO)cc1. As a reaction SMILES: [BH4-:36].[Na+:37].[O:39]1[CH2:40][CH2:41][CH2:42][CH2:43]1.[OH2:38].[c:1]1(-[c:7]2[o:8][c:9]([CH3:35])[c:10]([CH2:12][O:13][c:14]3[cH:15][cH:16][c:17]([CH2:18][O:19][c:20]4[n:21][n:22](-[c:27]5[cH:28][cH:29][cH:30][cH:31][cH:32]5)[cH:23][c:24]4[CH:25]=[O:26])[cH:33][cH:34]3)[n:11]2)[cH:2][cH:3][cH:4][cH:5][cH:6]1>>[c:1]1(-[c:7]2[o:8][c:9]([CH3:35])[c:10]([CH2:12][O:13][c:14]3[cH:15][cH:16][c:17]([CH2:18][O:19][c:20]4[n:21][n:22](-[c:27]5[cH:28][cH:29][cH:30][cH:31][cH:32]5)[cH:23][c:24]4[CH2:25][OH:26])[cH:33][cH:34]3)[n:11]2)[cH:2][cH:3][cH:4][cH:5][cH:6]1. Reactants: CCOC(C)=O, [H-], [Na+], CN(C)C=O, COc1cc(C=C(CCCCl)C(=O)NC2CCc3cc(N4CCOCC4)ccc32)ccc1-n1cnc(C)c1, O. The product is COc1cc(C=C2CCCN(C3CCc4cc(N5CCOCC5)ccc43)C2=O)ccc1-n1cnc(C)c1. As a reaction SMILES: [CH3:47][CH2:48][O:49][C:50](=[O:51])[CH3:52].[H-:44].[Na+:45].[O:1]=[CH:2][N:3]([CH3:4])[CH3:5].[O:6]1[CH2:7][CH2:8][N:9]([c:12]2[cH:13][c:14]3[c:18]([cH:19][cH:20]2)[CH:17]([NH:21][C:22]([C:23]([CH2:24][CH2:25][CH2:26][Cl:27])=[CH:28][c:29]2[cH:30][c:31]([O:41][CH3:42])[c:32](-[n:35]4[cH:36][n:37][c:38]([CH3:40])[cH:39]4)[cH:33][cH:34]2)=[O:43])[CH2:16][CH2:15]3)[CH2:10][CH2:11]1.[OH2:46]>>[O:6]1[CH2:7][CH2:8][N:9]([c:12]2[cH:13][c:14]3[c:18]([cH:19][cH:20]2)[CH:17]([N:21]2[C:22](=[O:43])[C:23](=[CH:28][c:29]4[cH:30][c:31]([O:41][CH3:42])[c:32](-[n:35]5[cH:36][n:37][c:38]([CH3:40])[cH:39]5)[cH:33][cH:34]4)[CH2:24][CH2:25][CH2:26]2)[CH2:16][CH2:15]3)[CH2:10][CH2:11]1.